This data is from the Open Reaction Database (ORD), a public repository of structured organic reaction records. The task is: describe an organic reaction: reactants, conditions, products, and yield The reactants are ClC1=CC=C(C=C1)C[C@H](C(=O)O)NC(C1=C(C=C(C=C1)I)NS(=O)(=O)C=1C=2N=CC=NC2C=CC1)=O ((R)-3-(4-Chloro-phenyl)-2-[4-iodo-2-(quinoxaline-5-sulfonylamino)-benzoylamino]-propionic acid), C(C)(C)(C)OC(=O)N[C@@H](C(=O)O)CC1=CC=C(C=C1)Cl ((R)-2-(tert-Butoxycarbonylamino)-3-(4-chloro-phenyl)-propionic acid). Product: Cl.COC([C@@H](CC1=CC=C(C=C1)Cl)N)=O ((R)-2-amino-3-(4-chloro-phenyl)-propionic acid methyl ester hydrochloride). RXN SMILES: [Cl:1][C:2]1C=CC(C[C@@H](NC(=O)C2C=CC(I)=CC=2NS(C2C3N=CC=NC=3C=CC=2)(=O)=O)C(O)=O)=CC=1.C(OC([NH:44][C@H:45]([CH2:49][C:50]1[CH:55]=[CH:54][C:53]([Cl:56])=[CH:52][CH:51]=1)[C:46]([OH:48])=[O:47])=O)(C)(C)C>>[ClH:1].[CH3:2][O:48][C:46](=[O:47])[C@H:45]([NH2:44])[CH2:49][C:50]1[CH:55]=[CH:54][C:53]([Cl:56])=[CH:52][CH:51]=1 |f:2.3|. Reported procedure: (R)-3-(4-Chloro-phenyl)-2-[4-iodo-2-(quinoxaline-5-sulfonylamino)-benzoylamino]-propionic acid. (R)-2-(tert-Butoxycarbonylamino)-3-(4-chloro-phenyl)-propionic acid was treated as in EXAMPLE 2, Part A, to produce (R)-2-amino-3-(4-chloro-phenyl)-propionic acid methyl ester hydrochloride as a white solid. This ester was coupled with 4-iodo-2-(quinoxaline-5-sulfonylamino)-benzoic acid as in EXAMPLE 1, Part C. The resulting methyl ester was hydrolyzed as in EXAMPLE 2, Part E. HPLC: RT=9.74 min. MS (E... Reaction SMILES: [OH:1][CH:2]([CH2:7][CH2:8][C:9]1[CH:14]=[CH:13][CH:12]=[CH:11][CH:10]=1)[CH2:3][C:4](=[O:6])[CH3:5].[C:15](OC(=O)C)(=[O:17])[CH3:16].N1C=CC=CC=1.O>C(Cl)Cl>[C:15]([O:1][CH:2]([CH2:7][CH2:8][C:9]1[CH:10]=[CH:11][CH:12]=[CH:13][CH:14]=1)[CH2:3][C:4](=[O:6])[CH3:5])(=[O:17])[CH3:16]. Reaction conditions: temperature 0 celsius, time 1 hour. Solvent: C(Cl)Cl (methylene chloride). Procedure: To a solution of 850 mg of 4-hydroxy-6-phenylhexan-2-one (T. Mukaiyama et al., Chemistry Letters 1976, 95) in 10 ml of methylene chloride were added 1 ml of acetic anhydride and 0.8 ml of pyridine under ice-cooling at 0° C., and then stirring was continued for further 1 hr at room temperature. The reaction mixture was poured into water, the methylene chloride layer was washed with water, dried over anhydrous sodium sulfate, and the solvent was evaporated to afford 1.10 g of the desired compound. Yields the product C(C)(=O)OC(CC(C)=O)CCC1=CC=CC=C1 (4-Acetoxy-6-phenylhexan-2-one). Starting materials: OC(CC(C)=O)CCC1=CC=CC=C1 (4-hydroxy-6-phenylhexan-2-one), C(C)(=O)OC(C)=O (acetic anhydride), N1=CC=CC=C1 (pyridine), O (water).